Dataset: the Open Reaction Database (ORD), a public repository of structured organic reaction records. Task: describe an organic reaction: reactants, conditions, products, and yield Reactants: NN (hydrazine), COCCCN (3-methoxy-n-propylamine), C(=S)(Cl)Cl (thiophosgene). Solvent: N1=CC=CC=C1 (pyridine). The product is title compound, COCCCN=C=S (3-Methoxy-n-propyl isothiocyanate), COCCCNC(NN)=S (4-(3-methoxy -n-propyl)-3-thiosemicarbazide). As a reaction SMILES: [CH3:1][O:2][CH2:3][CH2:4][CH2:5][NH2:6].[C:7](Cl)(Cl)=[S:8].[NH2:11][NH2:12]>N1C=CC=CC=1>[CH3:1][O:2][CH2:3][CH2:4][CH2:5][N:6]=[C:7]=[S:8].[CH3:1][O:2][CH2:3][CH2:4][CH2:5][NH:6][C:7](=[S:8])[NH:11][NH2:12]. Procedure details: The title compound was synthesized in a manner similar to that described in Example 1. 3-Methoxy-n-propyl isothiocyanate was prepared from 3-methoxy-n-propylamine and thiophosgene at high temperature and then reacted with hydrazine in pyridine to give the intermediate 4-(3-methoxy -n-propyl)-3-thiosemicarbazide. 4-(3-Methoxy-n-propyl)-3-thiosemicarbazide (1.64 g) was reacted with 1-ethyl-3-methylpyrazole-5-carboxylic acid chloride (1.73 g, prepared from the acid and oxalyl chloride) to give 2 g ... Starting materials: CC(C)(C)c1ccc(N)cc1, COc1c(Cl)ccnc1C, [Na+], [OH-], Oc1ccccc1. Yields the product COc1c(Nc2ccc(C(C)(C)C)cc2)ccnc1C. RXN SMILES: [C:11]([CH3:12])([CH3:13])([CH3:14])[c:15]1[cH:16][cH:17][c:18]([NH2:19])[cH:20][cH:21]1.[Cl:1][c:2]1[c:3]([O:9][CH3:10])[c:4]([CH3:8])[n:5][cH:6][cH:7]1.[Na+:23].[OH-:22].[OH:24][c:25]1[cH:26][cH:27][cH:28][cH:29][cH:30]1>>[c:2]1([NH:19][c:18]2[cH:17][cH:16][c:15]([C:11]([CH3:12])([CH3:13])[CH3:14])[cH:21][cH:20]2)[c:3]([O:9][CH3:10])[c:4]([CH3:8])[n:5][cH:6][cH:7]1. Reactants: C(C)(C)(C)SCC=1C=C(C=CC1CO)NC(C(C)(C)C)=O (N-(3-tert-butylsulfanylmethyl-4-hydroxymethyl-phenyl)-2,2-dimethyl-propionamide), P(Br)(Br)Br (phosphorus tribromide). Solvent: COCCOC (DME). Reaction conditions: temperature 0 celsius, time 20 minute. Yields the product BrCC1=C(C=C(C=C1)NC(C(C)(C)C)=O)CSC(C)(C)C (N-(4-Bromomethyl-3-tert-butylsulfanylmethyl-phenyl)-2,2-dimethyl-propionamide). As a reaction SMILES: [C:1]([S:5][CH2:6][C:7]1[CH:8]=[C:9]([NH:15][C:16](=[O:21])[C:17]([CH3:20])([CH3:19])[CH3:18])[CH:10]=[CH:11][C:12]=1[CH2:13]O)([CH3:4])([CH3:3])[CH3:2].P(Br)(Br)[Br:23]>COCCOC>[Br:23][CH2:13][C:12]1[CH:11]=[CH:10][C:9]([NH:15][C:16](=[O:21])[C:17]([CH3:20])([CH3:19])[CH3:18])=[CH:8][C:7]=1[CH2:6][S:5][C:1]([CH3:4])([CH3:3])[CH3:2]. Procedure: To N-(3-tert-butylsulfanylmethyl-4-hydroxymethyl-phenyl)-2,2-dimethyl-propionamide (1.6 g, 5.17 mmol) in DME (60 mL) at 0° C. was added phosphorus tribromide (0.54 mL, 5.69 mmol) slowly via syringe. The reaction was stirred at 0° C. for 20 minutes, until no starting material was seen by analytical tlc. The mixture was quenched with H2O and diluted with EtOAc (300 mL) and H2O (100 mL). The organic layer was separated and washed with H2O, and then dried, filtered, and concentrated to give the titl... The reactants are Fc1ccc(-c2cccn3nc(Br)nc23)c(Cl)c1, C1COCCO1, Cc1cc(N2CCC(N)CC2)ncn1, ClCCl, Cl, Cl, [Na+], [O-]c1ccccc1, CC1(C)c2cccc(P(c3ccccc3)c3ccccc3)c2Oc2c(P(c3ccccc3)c3ccccc3)cccc21. Yields the product Cc1cc(N2CCC(Nc3nc4c(-c5ccc(F)cc5Cl)cccn4n3)CC2)ncn1. RXN SMILES: [Br:17][c:18]1[n:19][n:20]2[c:21]([c:22](-[c:26]3[c:27]([Cl:33])[cH:28][c:29]([F:32])[cH:30][cH:31]3)[cH:23][cH:24][cH:25]2)[n:34]1.[CH2:88]1[O:89][CH2:90][CH2:91][O:92][CH2:93]1.[CH3:3][c:4]1[cH:5][c:6]([N:10]2[CH2:11][CH2:12][CH:13]([NH2:16])[CH2:14][CH2:15]2)[n:7][cH:8][n:9]1.[Cl:85][CH2:86][Cl:87].[ClH:1].[ClH:2].[Na+:84].[O-:77][c:78]1[cH:79][cH:80][cH:81][cH:82][cH:83]1.[c:35]1([P:36]([c:37]2[cH:38][cH:39][cH:40][cH:41][cH:42]2)[c:43]2[c:44]3[c:68]([cH:69][cH:70][cH:71]2)[C:65]([CH3:66])([CH3:67])[c:47]2[c:46]([c:51]([P:52]([c:53]4[cH:54][cH:55][cH:56][cH:57][cH:58]4)[c:59]4[cH:60][cH:61][cH:62][cH:63][cH:64]4)[cH:50][cH:49][cH:48]2)[O:45]3)[cH:72][cH:73][cH:74][cH:75][cH:76]1>>[CH3:3][c:4]1[cH:5][c:6]([N:10]2[CH2:11][CH2:12][CH:13]([NH:16][c:18]3[n:19][n:20]4[c:21]([c:22](-[c:26]5[c:27]([Cl:33])[cH:28][c:29]([F:32])[cH:30][cH:31]5)[cH:23][cH:24][cH:25]4)[n:34]3)[CH2:14][CH2:15]2)[n:7][cH:8][n:9]1. Reactants: C1(=CC=CC=C1)P(C1=C(C2=CC=CC=C2C=C1)C1=C(C=CC2=CC=CC=C12)P(C1=CC=CC=C1)C1=CC=CC=C1)C1=CC=CC=C1 ((±)-2,2′-bis-diphenylphosphanyl-[1,1′]binaphthalenyl), C([O-])([O-])=O.[Cs+].[Cs+] (cesium carbonate), Cl.COC(CCCC1CCNCC1)=O (4-piperidin-4-yl-butyric acid methyl ester hydrochloride), BrC1=CC=C(C=C1)C(F)(F)F (1-bromo-4-trifluoromethyl-benzene). Reagents/catalysts: C(C)(=O)[O-].[Pd+2].C(C)(=O)[O-] (palladium (II) acetate). Solvent: O1CCOCC1 (dioxane). Reaction conditions: time 30 minute. Yields the product COC(CCCC1CCN(CC1)C1=CC=C(C=C1)C(F)(F)F)=O (4-[1-(4-trifluoromethyl-phenyl)-piperidin-4-yl]-butyric acid methyl ester). Yield: 64.7%. Reaction SMILES: C1(P(C2C=CC=CC=2)C2C=CC3C(=CC=CC=3)C=2C2C3C(=CC=CC=3)C=CC=2P(C2C=CC=CC=2)C2C=CC=CC=2)C=CC=CC=1.C(=O)([O-])[O-].[Cs+].[Cs+].Cl.[CH3:54][O:55][C:56](=[O:66])[CH2:57][CH2:58][CH2:59][CH:60]1[CH2:65][CH2:64][NH:63][CH2:62][CH2:61]1.Br[C:68]1[CH:73]=[CH:72][C:71]([C:74]([F:77])([F:76])[F:75])=[CH:70][CH:69]=1>O1CCOCC1.C([O-])(=O)C.[Pd+2].C([O-])(=O)C>[CH3:54][O:55][C:56](=[O:66])[CH2:57][CH2:58][CH2:59][CH:60]1[CH2:65][CH2:64][N:63]([C:68]2[CH:73]=[CH:72][C:71]([C:74]([F:77])([F:76])[F:75])=[CH:70][CH:69]=2)[CH2:62][CH2:61]1 |f:1.2.3,4.5,8.9.10|. Procedure: A mixture of palladium (II) acetate (42 mg; 0.185 mmol), (±)-2,2′-bis-diphenylphosphanyl-[1,1′]binaphthalenyl (170 mg; 0.275 mmol), cesium carbonate (867 g; 2.66 mmol) in dioxane (5 mL) is placed in an ultrasonic bath for 30 minutes. 4-Piperidin-4-yl-butyric acid methyl ester hydrochloride (290 mg; 1.33 mmol, prepared in accordance with Example 131) and 1-bromo-4-trifluoromethyl-benzene (299 mg; 1.33 mmol) are then added and the reaction mixture is stirred for 2 hours under reflux. After dilutio... Reactants: FC(C=1C=C(C=CC1)C1=CN(C2=CC(=CC=C12)C(=O)OC)C(=O)OC(C)(C)C)(F)F (1-tert-Butyl 6-methyl 3-(3-trifluoromethylphenyl)-1H-indole-1,6-dicarboxylate), FC(C(=O)O)(F)F (trifluoroacetic acid). Solvent: C(Cl)Cl (CH2Cl2). Run at time 2 hour. Product: FC(C=1C=C(C=CC1)C1=CNC2=CC(=CC=C12)C(=O)OC)(F)F (Methyl 3-(3-trifluoromethylphenyl)-1H-indole-6-carboxylate). Yield: 122.9%. Reaction SMILES: [F:1][C:2]([F:30])([F:29])[C:3]1[CH:4]=[C:5]([C:9]2[C:17]3[C:12](=[CH:13][C:14]([C:18]([O:20][CH3:21])=[O:19])=[CH:15][CH:16]=3)[N:11](C(OC(C)(C)C)=O)[CH:10]=2)[CH:6]=[CH:7][CH:8]=1.FC(F)(F)C(O)=O>C(Cl)Cl>[F:29][C:2]([F:1])([F:30])[C:3]1[CH:4]=[C:5]([C:9]2[C:17]3[C:12](=[CH:13][C:14]([C:18]([O:20][CH3:21])=[O:19])=[CH:15][CH:16]=3)[NH:11][CH:10]=2)[CH:6]=[CH:7][CH:8]=1. Procedure: To a solution of compound 15c (900 mg, 2.14 mmol) in CH2Cl2 (5 mL) was added trifluoroacetic acid (2 mL) at room temperature. The mixture was stirred at room temperature for 2 h. The resulting mixture was concentrated to give compound 15d (840 mg) as a white solid. MS m/z (M+H+) 320.0.